From a dataset of the Open Reaction Database (ORD), a public repository of structured organic reaction records. describe an organic reaction: reactants, conditions, products, and yield Starting materials: C([O-])(O)=O.[Na+] (sodium bicarbonate), NC=1SC(=NN1)Br (2-amino-5-bromo-1,3,4-thiadiazole), ClCC=O (chloroacetaldehyde), ClCC=O (chloroacetaldehyde). Run in O (water), O (water). Conditions: time 10 hour. Product: BrC1=NN2C(S1)=NC=C2 (2-bromo-imidazo[2,1-b][1,3,4]thiadiazole). RXN SMILES: [NH2:1][C:2]1[S:3][C:4]([Br:7])=[N:5][N:6]=1.Cl[CH2:9][CH:10]=O.C(=O)(O)[O-].[Na+]>O>[Br:7][C:4]1[S:3][C:2]2=[N:1][CH:9]=[CH:10][N:6]2[N:5]=1 |f:2.3|. Procedure: To a suspension of 2-amino-5-bromo-1,3,4-thiadiazole (1.65 g, 9.15 mmol) in water (27 mL) was added a water solution of chloroacetaldehyde (50% wt, 1.7 mL). The mixture was stirred at reflux. After 10 hours, a second addition of chloroacetaldehyde (1.5 eq, 1.7 mL) was done and stirring was continued until disappearance of starting material (20 hours). After cooling, the reaction mixture was neutralized with sodium bicarbonate (sat. aq. solution) and extracted with dichloromethane (3×30 mL). The ...